From a dataset of the Open Reaction Database (ORD), a public repository of structured organic reaction records. describe an organic reaction: reactants, conditions, products, and yield Reactants: C(C)C1=CC=C(C=C1)C1=CC(=C(C=C1)C=1SC(=CC1)C=CC)F (2-(4′-ethyl-3-fluorobiphenyl-4-yl)-5-propenylthiophene). Solvent: C1CCOC1 (THF). RXN SMILES: [CH2:1]([C:3]1[CH:8]=[CH:7][C:6]([C:9]2[CH:14]=[CH:13][C:12]([C:15]3[S:16][C:17]([CH:20]=[CH:21][CH3:22])=[CH:18][CH:19]=3)=[C:11]([F:23])[CH:10]=2)=[CH:5][CH:4]=1)[CH3:2]>C1COCC1.[Pd]>[CH2:1]([C:3]1[CH:4]=[CH:5][C:6]([C:9]2[CH:14]=[CH:13][C:12]([C:15]3[S:16][C:17]([CH2:20][CH2:21][CH3:22])=[CH:18][CH:19]=3)=[C:11]([F:23])[CH:10]=2)=[CH:7][CH:8]=1)[CH3:2]. Procedure: 3.10 g (8.73 mmol) of 2-(4′-ethyl-3-fluorobiphenyl-4-yl)-5-propenylthiophene are hydrogenated in 100 ml of THF, in the presence of Pd/C (5% of Pd) at atmospheric pressure and room temperature. The reaction solution is evaporated to dryness, and the crude product is purified by column chromatography (SiO2, n-heptane:toluene=9:1). The further purification is carried out by recrystallisation from ethanol and n-heptane, giving 2-(4′-ethyl-3-fluorobiphenyl-4-yl)-5-propylthiophene as a colourless soli... Product: C(C)C1=CC=C(C=C1)C1=CC(=C(C=C1)C=1SC(=CC1)CCC)F (2-(4′-ethyl-3-fluorobiphenyl-4-yl)-5-propylthiophene). Reagents/catalysts: [Pd] (Pd/C). Reactants: CCO, COC(=O)Nc1cc(OC2CCCC2)c(Cl)cc1F, [Na+], [OH-], O. Yields the product Nc1cc(OC2CCCC2)c(Cl)cc1F. Reaction SMILES: [CH3:3][CH2:4][OH:5].[F:6][c:7]1[c:8]([NH:20][C:21](=[O:22])[O:23][CH3:24])[cH:9][c:10]([O:14][CH:15]2[CH2:16][CH2:17][CH2:18][CH2:19]2)[c:11]([Cl:13])[cH:12]1.[Na+:2].[OH-:1].[OH2:25]>>[F:6][c:7]1[c:8]([NH2:20])[cH:9][c:10]([O:14][CH:15]2[CH2:16][CH2:17][CH2:18][CH2:19]2)[c:11]([Cl:13])[cH:12]1. The reactants are Pd(OH)2—C, C(C1=CC=CC=C1)N(C1CC(C(C1)C(=O)OCC)C)CC1=CC=CC=C1 (ethyl 4-(dibenzylamino)-2-methylcyclopentanecarboxylate). Solvent: CCO (EtOH). Conditions: temperature 50 celsius, time 60 minute. Product: NC1CC(C(C1)C(=O)OCC)C (ethyl 4-amino-2-methylcyclopentanecarboxylate). Isolated yield 96.6%. As a reaction SMILES: C([N:8](CC1C=CC=CC=1)[CH:9]1[CH2:13][CH:12]([C:14]([O:16][CH2:17][CH3:18])=[O:15])[CH:11]([CH3:19])[CH2:10]1)C1C=CC=CC=1>CCO>[NH2:8][CH:9]1[CH2:13][CH:12]([C:14]([O:16][CH2:17][CH3:18])=[O:15])[CH:11]([CH3:19])[CH2:10]1. Procedure details: To a vessel containing a slurry of 20% wet Pd(OH)2—C (5.00 g, 35.6 mmol) in EtOH (355 mL) was added ethyl 4-(dibenzylamino)-2-methylcyclopentanecarboxylate (50.0 g, 142 mmol). The reaction was shaken for about 60 min at about 50° C. under about 30 psi of H2. The resulting mixture was filtered through a pad of Celite® and the filtrate was concentrated under reduced pressure to give ethyl 4-amino-2-methylcyclopentanecarboxylate (23.5 g, 96%) as a yellow oil: 1H NMR (CDCl3) δ 4.24-4.02 (m, 2H), 3.4... Starting materials: ClCC=1C(=NC=CC1)SCCC (3-Chloromethyl-2-propylsulfanyl-pyridine), COC(CCC1=CC(=C(C=C1)O)F)=O (3-(3-fluoro-4-hydroxy-phenyl)-propionic acid methyl ester). Isolated yield 72.5%. Yields the product FC=1C=C(C=CC1OCC=1C(=NC=CC1)SCCC)CCC(=O)O (3-[3-fluoro-4-(2-propylsulfanyl-pyridin-3-ylmethoxy)-phenyl]-propionic acid). As a reaction SMILES: Cl[CH2:2][C:3]1[C:4]([S:9][CH2:10][CH2:11][CH3:12])=[N:5][CH:6]=[CH:7][CH:8]=1.C[O:14][C:15](=[O:26])[CH2:16][CH2:17][C:18]1[CH:23]=[CH:22][C:21]([OH:24])=[C:20]([F:25])[CH:19]=1>>[F:25][C:20]1[CH:19]=[C:18]([CH2:17][CH2:16][C:15]([OH:26])=[O:14])[CH:23]=[CH:22][C:21]=1[O:24][CH2:2][C:3]1[C:4]([S:9][CH2:10][CH2:11][CH3:12])=[N:5][CH:6]=[CH:7][CH:8]=1. Reported procedure: 3-Chloromethyl-2-propylsulfanyl-pyridine (0.030 g, 0.15 mmol) obtained in Step C of Preparation Example 14 and 3-(3-fluoro-4-hydroxy-phenyl)-propionic acid methyl ester (0.031 g, 0.15 mmol) obtained in Step C of Preparation Example 6 were used to react sequentially in the same manner as in Steps A and B of Example 1 to obtain the title compound (0.038 g, 73%). The reactants are O.NN (Hydrazine monohydrate), N1(N=NC2=C1C=CC=C2)C2=NC(=NC=C2)N[C@@H]2CC[C@H](CC2)CN2C(C1=CC=CC=C1C2=O)=O (trans-2-[4-(4-benzotriazol-1-yl-pyrimidin-2-ylamino)-cyclohexylmethyl]-isoindole-1,3-dione), O.NN (hydrazine monohydrate). Run in CCO (EtOH). Reaction conditions: temperature 70 celsius, time 8 hour. Product: NC[C@@H]1CC[C@H](CC1)NC1=NC=CC(=N1)N1N=NC2=C1C=CC=C2 (trans-(4-Aminomethyl-cyclohexyl)-(4-benzotriazol-1-yl-pyrimidin-2-yl)-amine). Yield: 65.0%. RXN SMILES: O.NN.[N:4]1([C:13]2[CH:18]=[CH:17][N:16]=[C:15]([NH:19][C@H:20]3[CH2:25][CH2:24][C@H:23]([CH2:26][N:27]4C(=O)C5C(=CC=CC=5)C4=O)[CH2:22][CH2:21]3)[N:14]=2)[C:8]2[CH:9]=[CH:10][CH:11]=[CH:12][C:7]=2[N:6]=[N:5]1>CCO>[NH2:27][CH2:26][C@H:23]1[CH2:22][CH2:21][C@H:20]([NH:19][C:15]2[N:14]=[C:13]([N:4]3[C:8]4[CH:9]=[CH:10][CH:11]=[CH:12][C:7]=4[N:6]=[N:5]3)[CH:18]=[CH:17][N:16]=2)[CH2:25][CH2:24]1 |f:0.1|. Procedure details: Hydrazine monohydrate (0.28 mL, 2.7 eq) was added to a solution of trans-2-[4-(4-benzotriazol-1-yl-pyrimidin-2-ylamino)-cyclohexylmethyl]-isoindole-1,3-dione (976 mg, 1 equivalent) in EtOH (60 mL). The reaction mixture was stirred overnight at 70° C., a second aliquot of hydrazine monohydrate (0.22 mL, 2.0 eq) was then added and the mixture was stirred at reflux for 7 hours. The solvent was then evaporated under reduced pressure, the residue was dissolved in a mixture of isopropanol and chlorofo... Starting materials: C1CCOC1, O=C1CCC(=O)N1Br, CC12CC(c3ccc(C=O)cc3)C3=C4CCC(=O)C=C4CCC3C1CCC2O. Product: CC12CC(c3ccc(C=O)cc3)C3=C4CCC(=O)C(Br)=C4CCC3C1CCC2O. RXN SMILES: [CH2:37]1[O:38][CH2:39][CH2:40][CH2:41]1.[O:29]=[C:30]1[N:31]([Br:36])[C:32](=[O:33])[CH2:34][CH2:35]1.[OH:1][CH:2]1[C:3]2([CH3:4])[CH:5]([CH2:6][CH2:7]1)[CH:8]1[CH2:9][CH2:10][C:11]3=[CH:12][C:13](=[O:28])[CH2:14][CH2:15][C:16]3=[C:17]1[CH:18]([c:20]1[cH:21][cH:22][c:23]([CH:24]=[O:25])[cH:26][cH:27]1)[CH2:19]2>>[OH:1][CH:2]1[C:3]2([CH3:4])[CH:5]([CH2:6][CH2:7]1)[CH:8]1[CH2:9][CH2:10][C:11]3=[C:12]([Br:36])[C:13](=[O:28])[CH2:14][CH2:15][C:16]3=[C:17]1[CH:18]([c:20]1[cH:21][cH:22][c:23]([CH:24]=[O:25])[cH:26][cH:27]1)[CH2:19]2. The reactants are C1(=CC=CC=C1)CC#N (Phenylacetonitrile), [OH-].[Na+] (NaOH), N(=O)OCCC(C)C (isopentyl nitrite). Run in C(C)OCC (diethyl ether), C(C)O (ethanol). Reaction conditions: time 2 hour. Yields the product C(#N)\C(\C1=CC=CC=C1)=N/[O-].[Na+] (sodium {[(Z)-cyano(phenyl)methylene]amino}oxidanide). Yield: 56.6%. RXN SMILES: [C:1]1([CH2:7][C:8]#[N:9])[CH:6]=[CH:5][CH:4]=[CH:3][CH:2]=1.[OH-].[Na+:11].[N:12](OCCC(C)C)=[O:13]>C(O)C.C(OCC)C>[C:8](/[C:7](=[N:12]\[O-:13])/[C:1]1[CH:6]=[CH:5][CH:4]=[CH:3][CH:2]=1)#[N:9].[Na+:11] |f:1.2,6.7|. Reported procedure: Phenylacetonitrile (9.72 g, 82.97 mmol) was metered into a suspension of 3.31 g (82.97 mmol) of NaOH in 60 ml of ethanol. Following the complete addition, 11.66 g (99.56 mmol) of isopentyl nitrite were metered in dropwise at temperatures of 15° C. The mixture was then stirred for a further 2 hours at this temperature. The reaction mixture was diluted with 300 ml of diethyl ether, and the precipitated solid was filtered off and washed twice with in each case 50 ml of diethyl ether. The white salt...